Dataset: the Open Reaction Database (ORD), a public repository of structured organic reaction records. Task: describe an organic reaction: reactants, conditions, products, and yield Starting materials: ClC(Cl)(Cl)Cl, CC#N, COC(C1=CN(C)CS1)c1ccccc1CO, c1ccc(P(c2ccccc2)c2ccccc2)cc1. Product: COC(C1=CN(C)CS1)c1ccccc1CCl. RXN SMILES: [C:37]([Cl:38])([Cl:39])([Cl:40])[Cl:41].[CH3:42][C:43]#[N:44].[OH:1][CH2:2][c:3]1[c:4]([CH:5]([O:6][CH3:7])[C:8]2=[CH:9][N:10]([CH3:13])[CH2:11][S:12]2)[cH:14][cH:15][cH:16][cH:17]1.[c:18]1([P:19]([c:20]2[cH:21][cH:22][cH:23][cH:24][cH:25]2)[c:26]2[cH:27][cH:28][cH:29][cH:30][cH:31]2)[cH:32][cH:33][cH:34][cH:35][cH:36]1>>[CH2:2]([c:3]1[c:4]([CH:5]([O:6][CH3:7])[C:8]2=[CH:9][N:10]([CH3:13])[CH2:11][S:12]2)[cH:14][cH:15][cH:16][cH:17]1)[Cl:38].